Dataset: the Open Reaction Database (ORD), a public repository of structured organic reaction records. Task: describe an organic reaction: reactants, conditions, products, and yield Starting materials: [Br-], CCOC(=O)C1C2C(=O)CC(NC(=O)OCc3ccccc3)(C(=O)OCC)C21, CC(C)(C)[O-], C[P+](c1ccccc1)(c1ccccc1)c1ccccc1, CCOC(C)=O, [K+], C1CCOC1. Yields the product C=C1CC(NC(=O)OCc2ccccc2)(C(=O)OCC)C2C1C2C(=O)OCC. Reaction SMILES: [Br-:35].[CH2:7]([c:8]1[cH:9][cH:10][cH:11][cH:12][cH:13]1)[O:14][C:15](=[O:16])[NH:17][C:18]1([C:30](=[O:31])[O:32][CH2:33][CH3:34])[CH:19]2[CH:20]([C:25](=[O:26])[O:27][CH2:28][CH3:29])[CH:21]2[C:22](=[O:24])[CH2:23]1.[CH3:1][C:2]([CH3:3])([O-:4])[CH3:5].[CH3:36][P+:37]([c:38]1[cH:39][cH:40][cH:41][cH:42][cH:43]1)([c:44]1[cH:45][cH:46][cH:47][cH:48][cH:49]1)[c:50]1[cH:51][cH:52][cH:53][cH:54][cH:55]1.[CH3:61][CH2:62][O:63][C:64](=[O:65])[CH3:66].[K+:6].[O:56]1[CH2:57][CH2:58][CH2:59][CH2:60]1>>[CH2:1]=[C:22]1[CH:21]2[CH:19]([C:18]([NH:17][C:15]([O:14][CH2:7][c:8]3[cH:9][cH:10][cH:11][cH:12][cH:13]3)=[O:16])([C:30](=[O:31])[O:32][CH2:33][CH3:34])[CH2:23]1)[CH:20]2[C:25](=[O:26])[O:27][CH2:28][CH3:29]. The solvent is C1CCOC1 (THF), C1CCOC1 (THF). Reaction SMILES: C1(C)C=CC(S(O)(=O)=O)=CC=1.[NH2:12][CH:13]([CH3:19])[CH2:14][C:15]([O:17][CH3:18])=[O:16].[Li+].C[Si]([N-][Si](C)(C)C)(C)C.Br[CH2:31][C:32]1[CH:37]=[CH:36][CH:35]=[C:34]([C:38]#[N:39])[CH:33]=1.C(O)(=O)C(C(C(O)=O)O)O>C1COCC1>[NH2:12][CH:13]([CH3:19])[CH:14]([CH2:31][C:32]1[CH:37]=[CH:36][CH:35]=[C:34]([C:38]#[N:39])[CH:33]=1)[C:15]([O:17][CH3:18])=[O:16] |f:0.1,2.3|. Yields the product NC(C(C(=O)OC)CC1=CC(=CC=C1)C#N)C (methyl β-amino-α-(3-cyanophenylmethyl)butyrate). The reactants are [Li+].C[Si](C)(C)[N-][Si](C)(C)C (LiHMDS), BrCC1=CC(=CC=C1)C#N (α-bromo m-tolunitrile), C(C(O)C(O)C(=O)O)(=O)O (tartaric acid), C1(=CC=C(C=C1)S(=O)(=O)O)C.NC(CC(=O)OC)C (methyl β-aminobutyrate p-toluenesulfonic acid salt). Reported procedure: To a suspension of methyl β-aminobutyrate p-toluenesulfonic acid salt (4 g, 13.8 mmol) in THF cooled to −20 ° C. was added LiHMDS (28.4 mmol, 2.05 eq.) A THF solution of α-bromo m-tolunitrile (2.57 g, 13.1 mmol) was added. Upon completion the reaction was quenched with 5% NaHCO3 and concentrated. The residue was partitioned between water and methyl propi-onate. The water layer was extracted with another portion of methyl propionate. The combined organic layer was dried over MgSO4 and filtered. T... Conditions: temperature -20 celsius, time 8 hour. The yield is 128.5%. Starting materials: C1OC=2C=C(CBr)C=CC2O1 (3,4-methylenedioxybenzyl bromide), O1C(=CC=C1)C(=O)OCC (ethyl 2-furoate). The reagents and catalysts are [Cl-].[Zn+2].[Cl-] (zinc chloride). The solvent is C(=S)=S (carbon disulfide), C(=S)=S (carbon disulfide). Product: C1OC=2C=C(CC3=CC=C(O3)C(=O)OCC)C=CC2O1 (Ethyl 5-(3,4-methylenedioxybenzyl)-2-furoate). As a reaction SMILES: [CH2:1]1[O:11][C:10]2[CH:9]=[CH:8][C:5]([CH2:6]Br)=[CH:4][C:3]=2[O:2]1.[O:12]1[CH:16]=[CH:15][CH:14]=[C:13]1[C:17]([O:19][CH2:20][CH3:21])=[O:18]>[Cl-].[Zn+2].[Cl-].C(=S)=S>[CH2:1]1[O:11][C:10]2[CH:9]=[CH:8][C:5]([CH2:6][C:16]3[O:12][C:13]([C:17]([O:19][CH2:20][CH3:21])=[O:18])=[CH:14][CH:15]=3)=[CH:4][C:3]=2[O:2]1 |f:2.3.4|. Procedure details: A solution of 60 g. of 3,4-methylenedioxybenzyl bromide in 200 ml. of carbon disulfide was slowly added over a period of 45 minutes to a solution of 260 g. of ethyl 2-furoate and 20 g. of zinc chloride in 600 ml. of carbon disulfide held at -10° C. The reaction mixture was allowed to warm to room temperature, filtered, extracted with water and saturated sodium chloride solution, and dried over anhydrous sodium sulfate. The solvent was removed and the residue distilled to give 27 g. of ethyl 5-(3... The reactants are ClC1=C2NC=NC2=NC(=N1)F (6-chloro-2-fluoropurine), CCN(C(C)C)C(C)C (DIEA), CC1=C(C=NC(=C1)C)CN ((4,6-dimethylpyridine-3-yl)methanamine). The solvent is CCCCO (n-BuOH). Conditions: time 1 hour. Yields the product CC1=C(C=NC(=C1)C)CNC1=C2N=CNC2=NC(=N1)F ((4,6-Dimethylpyridin-3-ylmethyl)-(2-fluoro-9H-purin-6-yl)-amine). As a reaction SMILES: Cl[C:2]1[N:10]=[C:9]([F:11])[N:8]=[C:7]2[C:3]=1[NH:4][CH:5]=[N:6]2.CCN(C(C)C)C(C)C.[CH3:21][C:22]1[CH:27]=[C:26]([CH3:28])[N:25]=[CH:24][C:23]=1[CH2:29][NH2:30]>CCCCO>[CH3:21][C:22]1[CH:27]=[C:26]([CH3:28])[N:25]=[CH:24][C:23]=1[CH2:29][NH:30][C:2]1[N:10]=[C:9]([F:11])[N:8]=[C:7]2[C:3]=1[N:4]=[CH:5][NH:6]2. Procedure: To a stirred solution of 6-chloro-2-fluoropurine (0.83 g, 4.9 mmol) in n-BuOH (50 ml) under an argon atmosphere at 0° C., was added DIEA (2.5 ml, 14.7 mmol) followed by (4,6-dimethylpyridine-3-yl)methanamine (1 g, 7.35 mmol). The reaction mixture was stirred at this temperature for 1 h and then allowed to return to room temperature and stirred for 4 h, it was still seen incomplete, hence heated the reaction to 100° C. and left at that temperature for 2 h. The solvent was evaporated in vacuo and ...